This data is from the Open Reaction Database (ORD), a public repository of structured organic reaction records. The task is: describe an organic reaction: reactants, conditions, products, and yield The reactants are COc1ccc(B(O)O)cn1, CC#N, COC(=O)c1sccc1N, O=CC(=O)O, O. The product is COC(=O)c1sccc1NC(C(=O)O)c1ccc(OC)nc1. Reaction SMILES: [CH3:17][O:18][c:19]1[cH:20][cH:21][c:22]([B:25]([OH:26])[OH:27])[cH:23][n:24]1.[CH3:28][C:29]#[N:30].[NH2:7][c:8]1[c:9]([C:13](=[O:14])[O:15][CH3:16])[s:10][cH:11][cH:12]1.[O:2]=[CH:3][C:4](=[O:5])[OH:6].[OH2:1]>>[CH:3]([C:4](=[O:5])[OH:6])([NH:7][c:8]1[c:9]([C:13](=[O:14])[O:15][CH3:16])[s:10][cH:11][cH:12]1)[c:22]1[cH:21][cH:20][c:19]([O:18][CH3:17])[n:24][cH:23]1. The reactants are CN1C(OC2=C1C=C1C(=C2)OCC12C(NC1=CC=CC=C21)=O)=O (1-methylspiro[furo[3,2-f][1,3]benzoxazole-7,3′-indole]-2,2′(1H,1′H)-dione), BrCC1OCCCC1 (2-(bromomethyl)tetrahydro-2H-pyran), 5,6-dihydrospiro[benzo[1,2-b:5,4-b′]difuran-3,3′-indol]-2″(1′H)-one, CC1=CC=C(C=C1)S(=O)(=O)OC[C@@H]1OCCC1 ((R)-(tetrahydrofuran-2-yl)methyl 4-methylbenzenesulfonate). Reported procedure: Following the procedure as described in EXAMPLE 4 and making non-critical variations using 1-methylspiro[furo[3,2-f][1,3]benzoxazole-7,3′-indole]-2,2′(1H,1′H)-dione to replace 5,6-dihydrospiro[benzo[1,2-b:5,4-b′]difuran-3,3′-indol]-2″(1′H)-one, and (R)-(tetrahydrofuran-2-yl)methyl 4-methylbenzenesulfonate to replace 2-(bromomethyl)tetrahydro-2H-pyran, 1-methyl-1′-[(2R)-tetrahydrofuran-2-ylmethyl]spiro[furo[3,2-f][1,3]benzoxazole-7,3′-indole]-2,2′(1H,1′H)-dione was obtained (32%) as a colorless s... Yields the product CN1C(OC2=C1C=C1C(=C2)OCC12C(N(C1=CC=CC=C21)C[C@@H]2OCCC2)=O)=O (1-methyl-1′-[(2R)-tetrahydrofuran-2-ylmethyl]spiro[furo[3,2-f][1,3]benzoxazole-7,3′-indole]-2,2′(1H,1′H)-dione). Reaction SMILES: [CH3:1][N:2]1[C:6]2[CH:7]=[C:8]3[C:13]4([C:21]5[C:16](=[CH:17][CH:18]=[CH:19][CH:20]=5)[NH:15][C:14]4=[O:22])[CH2:12][O:11][C:9]3=[CH:10][C:5]=2[O:4][C:3]1=[O:23].CC1C=CC(S(O[CH2:35][C@H:36]2[CH2:40][CH2:39][CH2:38][O:37]2)(=O)=O)=CC=1.BrCC1CCCCO1>>[CH3:1][N:2]1[C:6]2[CH:7]=[C:8]3[C:13]4([C:21]5[C:16](=[CH:17][CH:18]=[CH:19][CH:20]=5)[N:15]([CH2:35][C@H:36]5[CH2:40][CH2:39][CH2:38][O:37]5)[C:14]4=[O:22])[CH2:12][O:11][C:9]3=[CH:10][C:5]=2[O:4][C:3]1=[O:23]. The reactants are CCOC(=O)C1(F)C2CC(OS(=O)(=O)C(F)(F)F)C(NC(=O)OC(C)(C)C)(C(=O)OCC)C21, CN(C)C=O, CCOCC, [N-]=[N+]=[N-], [Na+]. The product is CCOC(=O)C1(F)C2CC(N=[N+]=[N-])C(NC(=O)OC(C)(C)C)(C(=O)OCC)C21. As a reaction SMILES: [CH2:5]([CH3:6])[O:7][C:8](=[O:9])[C:10]1([NH:30][C:31](=[O:32])[O:33][C:34]([CH3:35])([CH3:36])[CH3:37])[CH:11]2[C:12]([C:24](=[O:25])[O:26][CH2:27][CH3:28])([F:29])[CH:13]2[CH2:14][CH:15]1[O:16][S:17]([C:18]([F:19])([F:20])[F:21])(=[O:22])=[O:23].[CH3:38][N:39]([CH3:40])[CH:41]=[O:42].[CH3:43][CH2:44][O:45][CH2:46][CH3:47].[N-:2]=[N+:3]=[N-:4].[Na+:1]>>[N:2](=[N+:3]=[N-:4])[CH:15]1[C:10]([C:8]([O:7][CH2:5][CH3:6])=[O:9])([NH:30][C:31](=[O:32])[O:33][C:34]([CH3:35])([CH3:36])[CH3:37])[CH:11]2[C:12]([C:24](=[O:25])[O:26][CH2:27][CH3:28])([F:29])[CH:13]2[CH2:14]1. The reactants are CC1=C(N=C(O1)C1=CC=CC=C1)COC1=CC=C(C=C1)CCC1=C(N=C(O1)C1=CC=CC=C1)CO ((5-{2-[4-(5-methyl-2-phenyl-1,3-oxazol-4-yl)methoxyphenyl]ethyl}-2-phenyl-1,3-oxazol-4-yl)methanol), S(=O)(Cl)Cl (thionyl chloride), C(C)(=O)OCC (ethyl acetate). Reaction conditions: temperature 0 celsius, time 30 minute. Product: C(C)OC(=O)C(C(=O)OCC)CC=1N=C(OC1CCC1=CC=C(C=C1)OCC=1N=C(OC1C)C1=CC=CC=C1)C1=CC=CC=C1 (ethyl 2-ethoxycarbonyl-3-(5-{2-[4-(5-methyl-2-phenyl-1,3-oxazol-4-yl)methoxyphenyl]ethyl}-2-phenyl-1,3-oxazol-4-yl)propionate). Isolated yield 53.0%. As a reaction SMILES: [CH3:1][C:2]1[O:6][C:5]([C:7]2[CH:12]=[CH:11][CH:10]=[CH:9][CH:8]=2)=[N:4][C:3]=1[CH2:13][O:14][C:15]1[CH:20]=[CH:19][C:18]([CH2:21][CH2:22][C:23]2[O:27][C:26]([C:28]3[CH:33]=[CH:32][CH:31]=[CH:30][CH:29]=3)=[N:25][C:24]=2[CH2:34]O)=[CH:17][CH:16]=1.S(Cl)(Cl)=O.[C:40]([O:43][CH2:44][CH3:45])(=[O:42])[CH3:41]>>[CH2:44]([O:43][C:40]([CH:41]([CH2:34][C:24]1[N:25]=[C:26]([C:28]2[CH:29]=[CH:30][CH:31]=[CH:32][CH:33]=2)[O:27][C:23]=1[CH2:22][CH2:21][C:18]1[CH:17]=[CH:16][C:15]([O:14][CH2:13][C:3]2[N:4]=[C:5]([C:7]3[CH:12]=[CH:11][CH:10]=[CH:9][CH:8]=3)[O:6][C:2]=2[CH3:1])=[CH:20][CH:19]=1)[C:40]([O:43][CH2:44][CH3:45])=[O:42])=[O:42])[CH3:45]. Procedure: A mixture of (5-{2-[4-(5-methyl-2-phenyl-1,3-oxazol-4-yl)methoxyphenyl]ethyl}-2-phenyl-1,3-oxazol-4-yl)methanol (0.78 g) and thionyl chloride (2 mL) was stirred at 0° C. for 30 min. After concentration of the reaction mixture, ethyl acetate was poured into the residue. The ethyl acetate layer was washed successively with saturated aqueous sodium hydrogen carbonate and saturated brine, dried over anhydrous magnesium sulfate and concentrated. To a solution of the obtained residue in tetrahydrofura... The reactants are C(CCC)[Sn](C(=C)OCC)(CCCC)CCCC (tributyl(1-ethoxyvinyl)stannane), BrC=1C=CC=C2C=CC(=NC12)C(=O)N1CCOCC1 ((8-bromoquinolin-2-yl)(morpholino)methanone), C1(=CC=CC=C1)C (toluene), C(=C)OC=C (vinyl ether), C(=C)OC=C (vinyl ether). Reagents/catalysts: C=1C=CC(=CC1)[P](C=2C=CC=CC2)(C=3C=CC=CC3)[Pd]([P](C=4C=CC=CC4)(C=5C=CC=CC5)C=6C=CC=CC6)([P](C=7C=CC=CC7)(C=8C=CC=CC8)C=9C=CC=CC9)[P](C=1C=CC=CC1)(C=1C=CC=CC1)C=1C=CC=CC1 (Pd(PPh3)4), Cl (HCl). The solvent is CC(=O)C (methyl ketone), CC(=O)C (methyl ketone), CCOC(=O)C (EtOAc), C1CCOC1 (THF). Run at temperature 100 celsius, time 63 hour. The product is N1(CCOCC1)C(=O)C1=NC2=C(C=CC=C2C=C1)C(C)=O (1-(2-(morpholine-4-carbonyl)quinolin-8-yl)ethanone). Isolated yield 92.3%. As a reaction SMILES: C([Sn](CCCC)(CCCC)[C:6]([O:8]CC)=[CH2:7])CCC.Br[C:20]1[CH:21]=[CH:22][CH:23]=[C:24]2[C:29]=1[N:28]=[C:27]([C:30]([N:32]1[CH2:37][CH2:36][O:35][CH2:34][CH2:33]1)=[O:31])[CH:26]=[CH:25]2.C1(C)C=CC=CC=1.C(OC=C)=C>C1COCC1.Cl.C1C=CC([P]([Pd]([P](C2C=CC=CC=2)(C2C=CC=CC=2)C2C=CC=CC=2)([P](C2C=CC=CC=2)(C2C=CC=CC=2)C2C=CC=CC=2)[P](C2C=CC=CC=2)(C2C=CC=CC=2)C2C=CC=CC=2)(C2C=CC=CC=2)C2C=CC=CC=2)=CC=1.CCOC(C)=O.CC(C)=O>[N:32]1([C:30]([C:27]2[CH:26]=[CH:25][C:24]3[C:29](=[C:20]([C:6](=[O:8])[CH3:7])[CH:21]=[CH:22][CH:23]=3)[N:28]=2)=[O:31])[CH2:37][CH2:36][O:35][CH2:34][CH2:33]1 |^1:59,61,80,99|. Reported procedure: A mixture of Pd(PPh3)4 (18 mg, 0.016 mmol), tributyl(1-ethoxyvinyl)stannane (0.12 mL, 0.34 mmol), (8-bromoquinolin-2-yl)(morpholino)methanone (Example 167a; 100 mg, 0.31 mmol), and toluene (1.5 mL) were stirred in a sealed 5 mL glass microwave tube under argon at 100° C. for 63 h. Formation of both the vinyl ether (M+1=313.1) and the methyl ketone (M+1=285.0) were detected by LCMS. The mixture was concentrated under reduced pressure, and the residue was adsorbed onto silica gel. Chromatographic ... Reactants: C(C(C)C)N1C(C(=C(C=C1C)C)C#N)=O (1-isobutyl-3-cyano-4,6-dimethylpyrid-2-one), S(O)(O)(=O)=O (sulfuric acid), [OH-].[Na+] (sodium hydroxide). Run in O (water). Product: C(C(C)C)N1C(C(=C(C=C1C)C)C(=O)O)=O (1-isobutyl-3-carboxy-4,6-dimethylpyrid-2-one). The yield is 40.6%. Reaction SMILES: [CH2:1]([N:5]1[C:10]([CH3:11])=[CH:9][C:8]([CH3:12])=[C:7]([C:13]#N)[C:6]1=[O:15])[CH:2]([CH3:4])[CH3:3].S(=O)(=O)(O)[OH:17].[OH-:21].[Na+]>O>[CH2:1]([N:5]1[C:10]([CH3:11])=[CH:9][C:8]([CH3:12])=[C:7]([C:13]([OH:17])=[O:21])[C:6]1=[O:15])[CH:2]([CH3:4])[CH3:3] |f:2.3|. Procedure details: To a mixture of 1-isobutyl-3-cyano-4,6-dimethylpyrid-2-one (99.8 g., 0.489 mole) and 100 ml. of water is slowly added, with stirring, concentrated sulfuric acid (200 ml.) When the addition of complete the reaction mixture is heated on a steam bath for 24 hours. The solution is then poured into a sodium hydroxide solution and filtered. The alkaline filtrate is acidified and the resulting solid is then collected by filtration to give 1-isobutyl-3-carboxy-4,6-dimethylpyrid-2-one, 44.5 g. (40.6% yie...